This data is from the Open Reaction Database (ORD), a public repository of structured organic reaction records. The task is: describe an organic reaction: reactants, conditions, products, and yield The reactants are C=CCOC1CC(C(=O)O)N(C(=O)C(NC(=O)C(Cc2ccc(O)cc2)NC(C)=O)C(C)C)C1, CC(C)(C)OC(CC(N)C=O)=NNC(N)=O. Yields the product C=CCOC1CC(C(=O)NC(C=O)CC(=NNC(N)=O)OC(C)(C)C)N(C(=O)C(NC(=O)C(Cc2ccc(O)cc2)NC(C)=O)C(C)C)C1. Reaction SMILES: [C:1]([CH3:2])(=[O:3])[NH:4][CH:5]([CH2:6][c:7]1[cH:8][cH:9][c:10]([OH:13])[cH:11][cH:12]1)[C:14](=[O:15])[NH:16][CH:17]([CH:18]([CH3:19])[CH3:20])[C:21](=[O:22])[N:23]1[CH:24]([C:25](=[O:26])[OH:27])[CH2:28][CH:29]([O:31][CH2:32][CH:33]=[CH2:34])[CH2:30]1.[C:35]([CH3:36])([CH3:37])([CH3:38])[O:39][C:40]([CH2:41][CH:42]([CH:43]=[O:44])[NH2:45])=[N:46][NH:47][C:48]([NH2:49])=[O:50]>>[C:1]([CH3:2])(=[O:3])[NH:4][CH:5]([CH2:6][c:7]1[cH:8][cH:9][c:10]([OH:13])[cH:11][cH:12]1)[C:14](=[O:15])[NH:16][CH:17]([CH:18]([CH3:19])[CH3:20])[C:21](=[O:22])[N:23]1[CH:24]([C:25](=[O:26])[NH:45][CH:42]([CH2:41][C:40]([O:39][C:35]([CH3:36])([CH3:37])[CH3:38])=[N:46][NH:47][C:48]([NH2:49])=[O:50])[CH:43]=[O:44])[CH2:28][CH:29]([O:31][CH2:32][CH:33]=[CH2:34])[CH2:30]1. Starting materials: NC=1C=NC=CC1N (3,4-diaminopyridine), COC1=C(C(=O)O)C=CC(=C1)OC (2,4-dimethoxybenzoic acid), P(=O)(Cl)(Cl)Cl (phosphorous oxychloride). Yields the product Cl.COC1=C(C=CC(=C1)OC)C=1NC2=C(C=NC=C2)N1 (2-(2,4-Dimethoxyphenyl)imidazo[4,5-c]pyridine hydrochloride). Yield: 57.0%. As a reaction SMILES: [NH2:1][C:2]1[CH:3]=[N:4][CH:5]=[CH:6][C:7]=1[NH2:8].[CH3:9][O:10][C:11]1[CH:19]=[C:18]([O:20][CH3:21])[CH:17]=[CH:16][C:12]=1[C:13](O)=O.P(Cl)(Cl)([Cl:24])=O>>[ClH:24].[CH3:9][O:10][C:11]1[CH:19]=[C:18]([O:20][CH3:21])[CH:17]=[CH:16][C:12]=1[C:13]1[NH:8][C:7]2[CH:6]=[CH:5][N:4]=[CH:3][C:2]=2[N:1]=1 |f:3.4|. Reported procedure: A mixture of 3,4-diaminopyridine (10.90 g., 100 mmoles) and 2,4-dimethoxybenzoic acid (18.20 g., 100 mmoles) was added to 400 ml. of phosphorous oxychloride and the resulting mixture was heated to reflux for about 4 hours. After cooling, the excess phosphorous oxychloride was removed under reduced pressure and the residue was treated with 200 ml. of 1N hydrochloric acid. The resulting solution was neutralized with 50% aqueous sodium hydroxide and the precipitated product was collected by filtrat... Procedure: A 1.6N solution of n-butyllithium in n-hexane was added dropwise within 15 minutes at -70° C. under argon and while stirring to a solution of 7.1 ml of diisopropylamine in 200 ml of absolute tetrahydrofuran. The reaction mixture was stirred at 0° C. for 15 minutes, then again cooled to -70° C., treated with 30 ml of hexamethylphosphoric acid triamide and 9.5 g of 3-(1,3-dioxolan-2-yl)propiophenone, dissolved in 10 ml of absolute tetrahydrofuran and stirred for 15 minutes. After the addition of 3... As a reaction SMILES: [CH2:1]([Li])CCC.C(NC(C)C)(C)C.[O:13]1[CH2:17][CH2:16][O:15][CH:14]1[CH2:18][CH2:19][C:20]([C:22]1[CH:27]=[CH:26][CH:25]=[CH:24][CH:23]=1)=[O:21].CI.[Cl-].[NH4+]>CCCCCC.O1CCCC1.CN(C)P(=O)(N(C)C)N(C)C>[O:13]1[CH2:17][CH2:16][O:15][CH:14]1[CH2:18][CH:19]([CH3:1])[C:20]([C:22]1[CH:27]=[CH:26][CH:25]=[CH:24][CH:23]=1)=[O:21] |f:4.5|. Product: O1C(OCC1)CC(C(=O)C1=CC=CC=C1)C (3-(1,3-dioxolan-2-yl)-2-methylpropiophenone). The reactants are solution, C(CCC)[Li] (n-butyllithium), CI (methyl iodide), C(C)(C)NC(C)C (diisopropylamine), O1C(OCC1)CCC(=O)C1=CC=CC=C1 (3-(1,3-dioxolan-2-yl)propiophenone), [Cl-].[NH4+] (ammonium chloride). Reaction conditions: temperature 0 celsius, time 15 minute. The yield is 70.0%. Solvent: CCCCCC (n-hexane), O1CCCC1 (tetrahydrofuran), CN(P(N(C)C)(N(C)C)=O)C (hexamethylphosphoric acid triamide), O1CCCC1 (tetrahydrofuran). Starting materials: NC1=C(C=CC=C1)C(=O)C1=NC=CC=C1 ((2-aminophenyl)(2-pyridinyl)methanone), NC=1C(=NC=CC1)Cl (3-amino-2-chloropyridine). Product: NC=1C(=NC=CC1)NC1=C(C=CC=C1)C(=O)C1=NC=CC=C1 ([2-[(3-Amino-2-pyridinyl)amino]phenyl](2-pyridinyl)methanone). Reaction SMILES: [NH2:1][C:2]1[CH:7]=[CH:6][CH:5]=[CH:4][C:3]=1[C:8]([C:10]1[CH:15]=[CH:14][CH:13]=[CH:12][N:11]=1)=[O:9].[NH2:16][C:17]1[C:18](Cl)=[N:19][CH:20]=[CH:21][CH:22]=1>>[NH2:16][C:17]1[C:18]([NH:1][C:2]2[CH:7]=[CH:6][CH:5]=[CH:4][C:3]=2[C:8]([C:10]2[CH:15]=[CH:14][CH:13]=[CH:12][N:11]=2)=[O:9])=[N:19][CH:20]=[CH:21][CH:22]=1. Procedure: The title compound is prepared by reacting (2-aminophenyl)(2-pyridinyl)methanone, as prepared by Schofield, K., J. Chem. Soc. 1949, 2408-12, with 3-amino-2-chloropyridine. Reactants: C(C1=CC=CC=C1)OC1=CC=C2C(=N1)N(C=N2)C2C(CCCCC2)(F)F (5-(Benzyloxy)-3-(2,2-difluorocycloheptyl)-3H-imidazo[4,5-b]pyridine), Cl (hydrochloric acid). The solvent is C(Cl)Cl (DCM), S(O)(O)(=O)=O (sulfuric acid). Run at time 8 hour. The product is FC1(C(CCCCC1)N1C=NC=2C1=NC(=CC2)O)F (3-(2,2-Difluorocycloheptyl)-3H-imidazo[4,5-b]pyridin-5-ol). RXN SMILES: C([O:8][C:9]1[N:14]=[C:13]2[N:15]([CH:18]3[CH2:24][CH2:23][CH2:22][CH2:21][CH2:20][C:19]3([F:26])[F:25])[CH:16]=[N:17][C:12]2=[CH:11][CH:10]=1)C1C=CC=CC=1.Cl>C(Cl)Cl.S(=O)(=O)(O)O>[F:26][C:19]1([F:25])[CH2:20][CH2:21][CH2:22][CH2:23][CH2:24][CH:18]1[N:15]1[C:13]2=[N:14][C:9]([OH:8])=[CH:10][CH:11]=[C:12]2[N:17]=[CH:16]1. Reported procedure: 5-(Benzyloxy)-3-(2,2-difluorocycloheptyl)-3H-imidazo[4,5-b]pyridine was dissolved in DCM and diluted with excess sulfuric acid. The resulting solution was stirred overnight at room temperature then acidified with the addition of 1 M aqueous hydrochloric acid. The solvent was removed from the organic layer and the residue was purified via preparative HPLC to give the title compound. LCMS m/z=267.9 [M+H]+. The reactants are CC(C(=O)NNC(=O)N)(C)C (trimethylacetyl semicarbazide), [OH-].[K+] (potassium hydroxide), S(O)(O)(=O)=O (sulfuric acid). Run at temperature 100 celsius. The product is C(C)(C)(C)C=1NNC(N1)=O (3-tert-butyl-1H-1,2,4-triazole-5-one). The yield is 45.0%. RXN SMILES: [CH3:1][C:2]([CH3:11])([CH3:10])[C:3]([NH:5][NH:6][C:7]([NH2:9])=[O:8])=O.[OH-].[K+].S(=O)(=O)(O)O>>[C:2]([C:3]1[NH:5][NH:6][C:7](=[O:8])[N:9]=1)([CH3:11])([CH3:10])[CH3:1] |f:1.2|. Reported procedure: To the white powder of the trimethylacetyl semicarbazide obtained was added 1500 ml of a 5% aqueous potassium hydroxide solution, and the mixture was heated to 100° C. while stirring. After the contents were completely dissolved, the solution was further heated at 100° C. for one hour, and the reaction mixture then cooled and neutralized by an addition of conc. sulfuric acid. The white precipitates formed were collected by filtration, washed with water, and then dried under a reduced pressure to...